Dataset: the Open Reaction Database (ORD), a public repository of structured organic reaction records. Task: describe an organic reaction: reactants, conditions, products, and yield Starting materials: O=C([O-])[O-], OCC1Cc2ccccc2CN1, O=CO, [K+], [K+], [Na]. Yields the product CN1Cc2ccccc2CC1CO. RXN SMILES: [C:14](=[O:15])([O-:16])[O-:17].[CH2:1]1[NH:2][CH:3]([CH2:11][OH:12])[CH2:4][c:5]2[cH:6][cH:7][cH:8][cH:9][c:10]21.[CH:20]([OH:21])=[O:22].[K+:18].[K+:19].[Na:13]>>[CH2:1]1[N:2]([CH3:14])[CH:3]([CH2:11][OH:12])[CH2:4][c:5]2[cH:6][cH:7][cH:8][cH:9][c:10]21.